Dataset: the Open Reaction Database (ORD), a public repository of structured organic reaction records. Task: describe an organic reaction: reactants, conditions, products, and yield Run in CO (methanol), CO (methanol). The product is CN(CC(C)(C)NC(=O)C1=CC=C2C(=CC=NC2=C1)C1=C2N(N=C1C1=NC(=CC=C1)C)CCC2)C (4-[2-(6-Methyl-pyridin-2-yl)-5,6-dihydro-4H-pyrrolo[1,2-b]pyrazol-3-yl]-quinoline-7-carboxylic acid(2-dimethylamino-1,1-dimethyl-ethyl)-amide). Conditions: temperature 0 celsius, time 10 minute. RXN SMILES: N[CH2:2][C:3]([NH:6][C:7]([C:9]1[CH:18]=[C:17]2[C:12]([C:13]([C:19]3[C:23]([C:24]4[CH:29]=[CH:28][CH:27]=[C:26]([CH3:30])[N:25]=4)=[N:22][N:21]4[CH2:31][CH2:32][CH2:33][C:20]=34)=[CH:14][CH:15]=[N:16]2)=[CH:11][CH:10]=1)=[O:8])([CH3:5])[CH3:4].[C:34]([BH3-])#[N:35].[Na+].[C:38](O)(=O)C.C=O>CO>[CH3:38][N:35]([CH3:34])[CH2:2][C:3]([NH:6][C:7]([C:9]1[CH:18]=[C:17]2[C:12]([C:13]([C:19]3[C:23]([C:24]4[CH:29]=[CH:28][CH:27]=[C:26]([CH3:30])[N:25]=4)=[N:22][N:21]4[CH2:31][CH2:32][CH2:33][C:20]=34)=[CH:14][CH:15]=[N:16]2)=[CH:11][CH:10]=1)=[O:8])([CH3:5])[CH3:4] |f:1.2|. The reactants are C=O (formaldehyde), NCC(C)(C)NC(=O)C1=CC=C2C(=CC=NC2=C1)C1=C2N(N=C1C1=NC(=CC=C1)C)CCC2 (4-[2-(6-methyl-pyridin-2-yl)-5,6-dihydro-4H-pyrrolo[1,2-b]pyrazol-3-yl]-quinoline-7-carboxylic acid(2-amino-1,1-dimethyl-ethyl)-amide), C(#N)[BH3-].[Na+] (sodium cyanoborohydride), C(C)(=O)O (acetic acid). Procedure: A mixture of 4-[2-(6-methyl-pyridin-2-yl)-5,6-dihydro-4H-pyrrolo[1,2-b]pyrazol-3-yl]-quinoline-7-carboxylic acid(2-amino-1,1-dimethyl-ethyl)-amide (0.12 g, 0.27 mmol), sodium cyanoborohydride (0.038 g, 0.6 mmol), and acetic acid (0.077 mL, 1.3 mmol) in methanol (5 mL) is cooled to 0° C. and stirred for 10 min. A solution of 37% aqueous formaldehyde (0.086 mL, 3.1 mmol) in methanol (2 mL) is added dropwise. The mixture is allowed to warm to room temperature and stirred for 1 h. The reaction is qu... Starting materials: C1CCC2=NCCCN2CC1, Cc1ccnc(CO)c1, COCCOC, CS(=O)c1nc(N)nc(-c2ccco2)c1C#N. Product: Cc1ccnc(COc2nc(N)nc(-c3ccco3)c2C#N)c1. RXN SMILES: [CH2:27]1[CH2:28][CH2:29][C:30]2=[N:35][CH2:34][CH2:33][CH2:32][N:31]2[CH2:36][CH2:37]1.[CH3:18][c:19]1[cH:20][c:21]([CH2:25][OH:26])[n:22][cH:23][cH:24]1.[CH3:38][O:39][CH2:40][CH2:41][O:42][CH3:43].[NH2:1][c:2]1[n:3][c:4]([S:15]([CH3:16])=[O:17])[c:5]([C:13]#[N:14])[c:6](-[c:8]2[o:9][cH:10][cH:11][cH:12]2)[n:7]1>>[NH2:1][c:2]1[n:3][c:4]([O:26][CH2:25][c:21]2[cH:20][c:19]([CH3:18])[cH:24][cH:23][n:22]2)[c:5]([C:13]#[N:14])[c:6](-[c:8]2[o:9][cH:10][cH:11][cH:12]2)[n:7]1. Reactants: COCc1nc(-c2ccc(C(F)(F)F)cc2)nc(C2CC2)c1CO, ClCCl, O=S(Cl)Cl. Product: COCc1nc(-c2ccc(C(F)(F)F)cc2)nc(C2CC2)c1CCl. RXN SMILES: [CH:1]1([c:4]2[n:5][c:6](-[c:15]3[cH:16][cH:17][c:18]([C:21]([F:22])([F:23])[F:24])[cH:19][cH:20]3)[n:7][c:8]([CH2:12][O:13][CH3:14])[c:9]2[CH2:10][OH:11])[CH2:2][CH2:3]1.[Cl:29][CH2:30][Cl:31].[S:25]([Cl:26])([Cl:27])=[O:28]>>[CH:1]1([c:4]2[n:5][c:6](-[c:15]3[cH:16][cH:17][c:18]([C:21]([F:22])([F:23])[F:24])[cH:19][cH:20]3)[n:7][c:8]([CH2:12][O:13][CH3:14])[c:9]2[CH2:10][Cl:27])[CH2:2][CH2:3]1. Reactants: CC1=CC=C(C2=CC=CC=C12)C(=O)OC (methyl 4-methyl-1-naphthoate), C1CC(=O)N(C1=O)Br (NBS), C(C1=CC=CC=C1)(=O)OOC(C1=CC=CC=C1)=O (benzoylperoxide). Yield: 96.0%. Run at temperature 80 celsius. RXN SMILES: [CH3:1][C:2]1[C:11]2[C:6](=[CH:7][CH:8]=[CH:9][CH:10]=2)[C:5]([C:12]([O:14][CH3:15])=[O:13])=[CH:4][CH:3]=1.C1C(=O)N([Br:23])C(=O)C1.C(OOC(=O)C1C=CC=CC=1)(=O)C1C=CC=CC=1>C(Cl)(Cl)(Cl)Cl>[Br:23][CH2:1][C:2]1[C:11]2[C:6](=[CH:7][CH:8]=[CH:9][CH:10]=2)[C:5]([C:12]([O:14][CH3:15])=[O:13])=[CH:4][CH:3]=1. Yields the product BrCC1=CC=C(C2=CC=CC=C12)C(=O)OC (methyl 4-(bromomethyl)-1-naphthoate). Procedure: To a stirred solution of methyl 4-methyl-1-naphthoate (22.5 g, 0.112 mol) in CCl4 (500 mL) was added NBS (22 g, 0.123 mol) and benzoylperoxide (10% w/w). The reaction mixture was allowed to reflux at 80° C. for 7 h. The reaction mixture was cooled to rt and filtered off. The solid and concentrated under vacuum and the obtained crude product (30 g) was used for further reaction. Run in C(Cl)(Cl)(Cl)Cl (CCl4). Starting materials: C=C(OC)C(CC=CC)C1(C)OC1Cl, Cl, C1CCOC1. Product: CC=CCC(C(C)=O)C1(C)OC1Cl. RXN SMILES: [Cl:1][CH:2]1[C:3]([CH:4]([CH2:5][CH:6]=[CH:7][CH3:8])[C:9](=[CH2:10])[O:11][CH3:12])([CH3:13])[O:14]1.[ClH:15].[O:16]1[CH2:17][CH2:18][CH2:19][CH2:20]1>>[Cl:1][CH:2]1[C:3]([CH:4]([CH2:5][CH:6]=[CH:7][CH3:8])[C:9]([CH3:10])=[O:11])([CH3:13])[O:14]1. Reactants: C(C)(C)(C)OC(NC1=C(C=C(C(=C1)N(C)C)Cl)NC(CC(=O)C1=CC(=CC=C1)C=1N(N=CC1)C)=O)=O ((4-chloro-5-dimethylamino-2-{3-[3-(2-methyl-2H-pyrazol-3-yl)-phenyl]-3-oxo-propionylamino}-phenyl)-carbamic acid tert.-butyl ester), C(=O)(C(F)(F)F)O (TFA). Run in C(Cl)Cl (CH2Cl2). The product is ClC=1C(=CC2=C(NC(CC(=N2)C2=CC(=CC=C2)C=2N(N=CC2)C)=O)C1)N(C)C (8-Chloro-7-dimethylamino-4-[3-(2-methyl-2H-pyrazol-3-yl)-phenyl]-1,3-dihydro-benzo[b][1,4]diazepin-2-one), solid. RXN SMILES: C(OC(=O)[NH:7][C:8]1[CH:13]=[C:12]([N:14]([CH3:16])[CH3:15])[C:11]([Cl:17])=[CH:10][C:9]=1[NH:18][C:19](=[O:35])[CH2:20][C:21]([C:23]1[CH:28]=[CH:27][CH:26]=[C:25]([C:29]2[N:30]([CH3:34])[N:31]=[CH:32][CH:33]=2)[CH:24]=1)=O)(C)(C)C.C(O)(C(F)(F)F)=O>C(Cl)Cl>[Cl:17][C:11]1[C:12]([N:14]([CH3:16])[CH3:15])=[CH:13][C:8]2[N:7]=[C:21]([C:23]3[CH:28]=[CH:27][CH:26]=[C:25]([C:29]4[N:30]([CH3:34])[N:31]=[CH:32][CH:33]=4)[CH:24]=3)[CH2:20][C:19](=[O:35])[NH:18][C:9]=2[CH:10]=1. Reported procedure: The title compound was prepared from (4-chloro-5-dimethylamino-2-{3-[3-(2-methyl-2H-pyrazol-3-yl)-phenyl]-3-oxo-propionylamino}-phenyl)-carbamic acid tert.-butyl ester (Example M16) by treatment with TFA in CH2Cl2 according to the general procedure N. Obtained as an off-white solid (67 mg). As a reaction SMILES: Cl[C:2]([O:4][C:5]1[CH:10]=[CH:9][C:8]([O:11][C:12]2[CH:17]=[CH:16][C:15]([C:18]([F:21])([F:20])[F:19])=[CH:14][N:13]=2)=[CH:7][CH:6]=1)=[O:3].[F:22][C:23]([F:37])([F:36])[C:24]1[C:25]([N:30]2[CH2:35][CH2:34][NH:33][CH2:32][CH2:31]2)=[N:26][CH:27]=[CH:28][CH:29]=1.[K+].[Br-]>>[F:19][C:18]([F:21])([F:20])[C:15]1[CH:16]=[CH:17][C:12]([O:11][C:8]2[CH:9]=[CH:10][C:5]([O:4][C:2]([N:33]3[CH2:34][CH2:35][N:30]([C:25]4[C:24]([C:23]([F:37])([F:22])[F:36])=[CH:29][CH:28]=[CH:27][N:26]=4)[CH2:31][CH2:32]3)=[O:3])=[CH:6][CH:7]=2)=[N:13][CH:14]=1 |f:2.3|. Product: FC(C=1C=CC(=NC1)OC1=CC=C(C=C1)OC(=O)N1CCN(CC1)C1=NC=CC=C1C(F)(F)F)(F)F (4-(3-Trifluoromethyl-pyridin-2-yl)-piperazine-1-carboxylic acid 4-(5-trifluoromethyl-pyridin-2-yloxy)-phenyl ester). Yield: 25.0%. Procedure details: The title compound was prepared from 4-(5-trifluoromethyl-pyridin-2-yloxy)-phenyl chloroformate and 1-(3-trifluoromethyl-pyridin-2-yl)-piperazine, yield 25%. White crystals, m.p. 131-132° C.; HPLC-MS: m/z: 513 (M+1) at Rt=5.0 min.; IR (KBr): ν 1722 (C═O) cm−1. Reactants: ClC(=O)OC1=CC=C(C=C1)OC1=NC=C(C=C1)C(F)(F)F (4-(5-trifluoromethyl-pyridin-2-yloxy)-phenyl chloroformate), FC(C=1C(=NC=CC1)N1CCNCC1)(F)F (1-(3-trifluoromethyl-pyridin-2-yl)-piperazine), [K+].[Br-] (KBr). Reactants: C(C1=CC=CC=C1)OCCCN1CCCC2(C3=C(C=CC(=C3OCC12)F)F)S(=O)(=O)C1=CC=C(C=C1)Cl (1-(3-Benzyloxy-propyl)-4a-(4-chloro-benzenesulfonyl)-5,8-difluoro-2,3,4,4a,10,10a-hexahydro-1H-9-oxa-1-aza-phenanthrene). The reagents and catalysts are [OH-].[Pd+2].[OH-] (Palladium hydroxide). The solvent is C(C)(=O)OCC (ethyl acetate). Run at time 1.5 hour. Product: ClC1=CC=C(C=C1)S(=O)(=O)C12CCCN(C2COC2=C(C=CC(=C12)F)F)CCCO (3-[4a-(4-Chloro-benzenesulfonyl)-5,8-difluoro-2,3,4,4a,10,10a-hexahydro-9-oxa-1-aza-phenanthren-1-yl]-propan-1-ol). RXN SMILES: C([O:8][CH2:9][CH2:10][CH2:11][N:12]1[CH:25]2[C:16]([S:28]([C:31]3[CH:36]=[CH:35][C:34]([Cl:37])=[CH:33][CH:32]=3)(=[O:30])=[O:29])([C:17]3[C:22]([O:23][CH2:24]2)=[C:21]([F:26])[CH:20]=[CH:19][C:18]=3[F:27])[CH2:15][CH2:14][CH2:13]1)C1C=CC=CC=1>C(OCC)(=O)C.[OH-].[Pd+2].[OH-]>[Cl:37][C:34]1[CH:35]=[CH:36][C:31]([S:28]([C:16]23[C:17]4[C:22](=[C:21]([F:26])[CH:20]=[CH:19][C:18]=4[F:27])[O:23][CH2:24][CH:25]2[N:12]([CH2:11][CH2:10][CH2:9][OH:8])[CH2:13][CH2:14][CH2:15]3)(=[O:29])=[O:30])=[CH:32][CH:33]=1 |f:2.3.4|. Procedure: 1-(3-Benzyloxy-propyl)-4a-(4-chloro-benzenesulfonyl)-5,8-difluoro-2,3,4,4a,10,10a-hexahydro-1H-9-oxa-1-aza-phenanthrene (399.1 mg, 0.728 mmol) was dissolved in 20 ml of ethyl acetate. Palladium hydroxide (20% on carbon, 105 mg) was added and the system was purged with hydrogen gas. The reaction was stirred at room temperature for 1.5 h. More palladium hydroxide on carbon was added (203 mg) The reaction was stirred at room temperature for 3.5 h. Palladium hydroxide (307 mg) was added again and st... Reactants: COC1=CC=C2C(NC(NC2=C1OC)=O)=O (7,8-dimethoxy-2,4-(1H,3H)-quinazolinedione), P(=O)(Cl)(Cl)Cl (phosphorous oxychloride). Yields the product ClC1=NC2=C(C(=CC=C2C(N1)=O)OC)OC (2-chloro-7,8-dimethoxy-4(3H)-quinazolineone). Reaction SMILES: [CH3:1][O:2][C:3]1[C:12]([O:13][CH3:14])=[C:11]2[C:6]([C:7](=[O:16])[NH:8][C:9](=O)[NH:10]2)=[CH:5][CH:4]=1.P(Cl)(Cl)([Cl:19])=O>>[Cl:19][C:9]1[NH:8][C:7](=[O:16])[C:6]2[C:11](=[C:12]([O:13][CH3:14])[C:3]([O:2][CH3:1])=[CH:4][CH:5]=2)[N:10]=1. Reported procedure: Equimolar amounts (0.10 mole) of 7,8-dimethoxy-2,4-(1H,3H)-quinazolinedione and phosphorous oxychloride are stirred at room temperature overnight and the volatiles evaporated in vacuo to afford a residue of 2-chloro-7,8-dimethoxy-4(3H)-quinazolineone which is purified by washing with aqueous sodium bicarbonate, extraction with chloroform and evaporation of solvent. To the residue is added a solution of 0.10 mole of 3-methylpiperidine in 300 ml. of isoamyl alcohol and the mixture heated at reflux...